This data is from the Open Reaction Database (ORD), a public repository of structured organic reaction records. The task is: describe an organic reaction: reactants, conditions, products, and yield The product is CN(C=1C=C2C=CNC(C2=CC1)=O)C (6-Dimethylamino-2H-isoquinolin-1-one). The solvent is C(C)O (ethanol). Starting materials: FC=1C=C2C=CNC(C2=CC1)=O (6-Fluoro-2H-isoquinolin-1-one), CNC (dimethylamine). Reaction conditions: temperature 150 celsius. Reported procedure: 6-Fluoro-2H-isoquinolin-1-one (54 mg, 0.33 mmol) was deposited in a sealed tube with 5 mL 33% dimethylamine in ethanol. This was heated at 150° C. for 3.5 hours. This was concentrated in vacuo and purified by flash chromatography (gradient elution 50 to 100% ethyl acetate/hexanes) to yield 6-Dimethylamino-2H-isoquinolin-1-one (39 mg, 0.21 mmol). MS (ESI) 189.1 (M+H)−. As a reaction SMILES: F[C:2]1[CH:3]=[C:4]2[C:9](=[CH:10][CH:11]=1)[C:8](=[O:12])[NH:7][CH:6]=[CH:5]2.[CH3:13][NH:14][CH3:15]>C(O)C>[CH3:13][N:14]([CH3:15])[C:2]1[CH:3]=[C:4]2[C:9](=[CH:10][CH:11]=1)[C:8](=[O:12])[NH:7][CH:6]=[CH:5]2. Reactants: FC1=C2C=C(NC2=CC=C1OC1=NC=NN2C1=C(C(=C2)C(C)(C)O)C)C (2-[4-(4-Fluoro-2-methyl-1H-indol-5-yloxy)-5-methylpyrrolo[2,1-f][1,2,4]triazin-6-yl]-propan-2-ol), BrCCCO (3-bromo-1-propanol), C([O-])([O-])=O.[K+].[K+] (potassium carbonate). The solvent is C(C)#N (acetonitrile). Yields the product FC1=C2C=C(NC2=CC=C1OC1=NC=NN2C1=C(C(=C2)OCCCO)C)C (3-[4-(4-Fluoro-2-methyl-1H-indol-5-yloxy)-5-methy-pyrrolo[2,1-f][1,2,4]triazin-6-yloxy]-propan-1-ol). The yield is 43.9%. RXN SMILES: [F:1][C:2]1[C:10]([O:11][C:12]2[C:17]3=[C:18]([CH3:25])[C:19](C(O)(C)C)=[CH:20][N:16]3[N:15]=[CH:14][N:13]=2)=[CH:9][CH:8]=[C:7]2[C:3]=1[CH:4]=[C:5]([CH3:26])[NH:6]2.Br[CH2:28][CH2:29][CH2:30][OH:31].C(=O)([O-])[O-:33].[K+].[K+]>C(#N)C>[F:1][C:2]1[C:10]([O:11][C:12]2[C:17]3=[C:18]([CH3:25])[C:19]([O:33][CH2:28][CH2:29][CH2:30][OH:31])=[CH:20][N:16]3[N:15]=[CH:14][N:13]=2)=[CH:9][CH:8]=[C:7]2[C:3]=1[CH:4]=[C:5]([CH3:26])[NH:6]2 |f:2.3.4|. Procedure: A mixture of Example 1 (50 mg, 0.16 mmol), 3-bromo-1-propanol (100 μL, 1.1 mmol) and potassium carbonate (100 mg, 0.72 mmol) in acetonitrile (1.5 mL) was stirred overnight at 35° C. The mixture was filtered, concentrated and purified by chromatography on silica gel eluting with 30% ethyl acetate in dichloromethane to provide the title compound (26 mg, 39% yield) as a light beige solid. MS: (M+H)+=371 Starting materials: (L)-pipecholine-2-carboxylic acid, N-benzyloxycarbonyl-(L)-pipecoline-2-carboxylic acid, N1([C@H](C(=O)O)CCCC1)C(=O)OCC1=CC=CC=C1 (Z-(L)-PipOH), C(Cl)Cl (methylene chloride). Yields the product C(C(C)C)OC(=O)Cl (isobutylchloroformate), CC1CCNCC1 (4-methylpiperidine). Reaction SMILES: [N:1]1([C:10]([O:12][CH2:13][C:14]2[CH:19]=CC=C[CH:15]=2)=[O:11])[CH2:9][CH2:8][CH2:7][CH2:6][C@H:2]1C(O)=O.[CH2:20](Cl)[Cl:21]>>[CH2:13]([O:12][C:10]([Cl:21])=[O:11])[CH:14]([CH3:19])[CH3:15].[CH3:20][CH:7]1[CH2:6][CH2:2][NH:1][CH2:9][CH2:8]1. Reported procedure: A suspension of 1.300 g (4.94 mmoles) of N-benzyloxycarbonyl-(L)-pipecoline-2-carboxylic acid (abbreviation Z-(L)-PipOH, prepared from (L)-pipecholine-2-carboxylic acid (Aldrich) according to the method of Wunsch) in 60 ml of dry methylene chloride (CH2Cl2) was brought under argon atmosphere to a temperature of approximately -20° C. On stabilization of the temperature, the following were added in quick succession: 0.670 ml (5.13 mmoles) of isobutylchloroformate (IBCF) and 0.630 ml (5.18 mmoles) ...